From a dataset of the Open Reaction Database (ORD), a public repository of structured organic reaction records. describe an organic reaction: reactants, conditions, products, and yield Starting materials: [N+](=O)([O-])C(CN1CCOCC1)CC (4-(2-nitrobutyl)-morpholine), [N+](=O)([O-])C(CN1CCOCC1)(CN1CCOCC1)CC (4,4'-(2-nitro-2-ethyltrimethylene)-dimorpholine). Product: CCC(CN1CCOCC1)[N+](=O)[O-].CCC(CN1CCOCC1)(CN2CCOCC2)[N+](=O)[O-] (P-1487). RXN SMILES: [N+:1]([CH:4]([CH2:12][CH3:13])[CH2:5][N:6]1[CH2:11][CH2:10][O:9][CH2:8][CH2:7]1)([O-:3])=[O:2].[N+:14]([C:17]([CH2:32][CH3:33])([CH2:25][N:26]1[CH2:31][CH2:30][O:29][CH2:28][CH2:27]1)[CH2:18][N:19]1[CH2:24][CH2:23][O:22][CH2:21][CH2:20]1)([O-:16])=[O:15]>>[CH3:13][CH2:12][CH:4]([N+:1]([O-:3])=[O:2])[CH2:5][N:6]1[CH2:11][CH2:10][O:9][CH2:8][CH2:7]1.[CH3:33][CH2:32][C:17]([N+:14]([O-:16])=[O:15])([CH2:25][N:26]1[CH2:27][CH2:28][O:29][CH2:30][CH2:31]1)[CH2:18][N:19]1[CH2:24][CH2:23][O:22][CH2:21][CH2:20]1 |f:2.3|. Procedure: The product contained 88.95% of 4-(2-nitrobutyl)-morpholine and 3.85% 4,4'-(2-nitro-2-ethyltrimethylene)-dimorpholine. The P-1487 product produced when screened for eye irritation properties was found to be non-lachrymatory. Starting materials: C1(CCCCC1)COC=1C=2N(C=CC1)C(=C(N2)C)C(=O)O (8-(cyclohexylmethoxy)-2-methylimidazo[1,2-a]pyridine-3-carboxylic acid), C(C(=O)Cl)(=O)Cl (oxalyl dichloride). Reagents/catalysts: CN(C)C=O (DMF). Run in ClCCl (dichloromethane). Conditions: time 30 minute. The product is Cl.C1(CCCCC1)COC=1C=2N(C=CC1)C(=C(N2)C)C(=O)Cl (8-(cyclohexylmethoxy)-2-methylimidazo[1,2-a]pyridine-3-carboxylic acid chloride hydrochloride). RXN SMILES: [CH:1]1([CH2:7][O:8][C:9]2[C:10]3[N:11]([C:15]([C:19]([OH:21])=O)=[C:16]([CH3:18])[N:17]=3)[CH:12]=[CH:13][CH:14]=2)[CH2:6][CH2:5][CH2:4][CH2:3][CH2:2]1.C(Cl)(=O)C([Cl:25])=O>ClCCl.CN(C=O)C>[ClH:25].[CH:1]1([CH2:7][O:8][C:9]2[C:10]3[N:11]([C:15]([C:19]([Cl:25])=[O:21])=[C:16]([CH3:18])[N:17]=3)[CH:12]=[CH:13][CH:14]=2)[CH2:6][CH2:5][CH2:4][CH2:3][CH2:2]1 |f:4.5|. Procedure: To a suspension of 510 mg of 8-(cyclohexylmethoxy)-2-methylimidazo[1,2-a]pyridine-3-carboxylic acid in dichloromethane were added 0.30 ml of oxalyl dichloride and one drop of DMF under ice-cooling, followed by stirring at room temperature for 30 minutes, and the solvent was evaporated under reduced pressure to obtain 603 mg of 8-(cyclohexylmethoxy)-2-methylimidazo[1,2-a]pyridine-3-carboxylic acid chloride hydrochloride. Reactants: C(C1=CC=CC=C1)N1C=NC=2N(C(NC(C12)=O)=O)C (7-benzyl-3-methylxanthine), ClCCCCP(OCC)(=O)OCC (diethyl 4-chlorobutanephosphonate), C([O-])([O-])=O.[K+].[K+] (potassium carbonate). The solvent is CN(C=O)C (dimethylformamide). Reaction conditions: temperature 70 celsius. The product is C(C1=CC=CC=C1)N1C=NC=2N(C(N(C(C12)=O)CCCCP(OCC)(OCC)=O)=O)C (Diethyl [4-(7-benzyl-3-methylxanthin-1-yl)butyl]phosphonate). RXN SMILES: [CH2:1]([N:8]1[C:16]2[C:15](=[O:17])[NH:14][C:13](=[O:18])[N:12]([CH3:19])[C:11]=2[N:10]=[CH:9]1)[C:2]1[CH:7]=[CH:6][CH:5]=[CH:4][CH:3]=1.Cl[CH2:21][CH2:22][CH2:23][CH2:24][P:25]([O:30][CH2:31][CH3:32])(=[O:29])[O:26][CH2:27][CH3:28].C(=O)([O-])[O-].[K+].[K+]>CN(C)C=O>[CH2:1]([N:8]1[C:16]2[C:15](=[O:17])[N:14]([CH2:21][CH2:22][CH2:23][CH2:24][P:25](=[O:29])([O:30][CH2:31][CH3:32])[O:26][CH2:27][CH3:28])[C:13](=[O:18])[N:12]([CH3:19])[C:11]=2[N:10]=[CH:9]1)[C:2]1[CH:7]=[CH:6][CH:5]=[CH:4][CH:3]=1 |f:2.3.4|. Procedure details: 20.4 g (0.08 mol) of 7-benzyl-3-methylxanthine were suspended in 200 ml of dimethylformamide (DMF), treated with 22 g (0.96 mol) of diethyl 4-chlorobutanephosphonate and 13.8 g (0.1 mol) of activated potassium carbonate and heated at 70° C. for 4 hours and filtered, the filtrate was concentrated under reduced pressure and the oily residue which remained was taken up in ethyl acetate, filtered again and crystallized from diisopropyl ether. Starting materials: C(C)(C)(C)OC(NCC1CCCC2=CC(=CC=C12)NS(=O)(=O)C1=CC(=CC=C1)F)=O ((+/−)-[6-(3-fluoro-benzenesulfonylamino)-1,2,3,4-tetrahydro-naphthalen-1-ylmethyl]-carbamic acid tert-butyl ester), C([O-])([O-])=O.[K+].[K+] (potassium carbonate), IC (iodomethane). Run in CN(C)C=O (DMF), O (water). Reaction conditions: temperature 23 celsius, time 0.5 hour. Product: NCC1C=2C=CC(=CC2CCC1)N(S(=O)(=O)C1=CC(=CC=C1)F)C (N-(5-Aminomethyl-5,6,7,8-tetrahydro-naphthalen-2-yl)-3-fluoro-N-methyl-benzenesulfonamide), oxalate salt. As a reaction SMILES: C(OC(=O)[NH:7][CH2:8][CH:9]1[C:18]2[C:13](=[CH:14][C:15]([NH:19][S:20]([C:23]3[CH:28]=[CH:27][CH:26]=[C:25]([F:29])[CH:24]=3)(=[O:22])=[O:21])=[CH:16][CH:17]=2)[CH2:12][CH2:11][CH2:10]1)(C)(C)C.[C:31](=O)([O-])[O-].[K+].[K+].IC>CN(C=O)C.O>[NH2:7][CH2:8][CH:9]1[CH2:10][CH2:11][CH2:12][C:13]2[CH:14]=[C:15]([N:19]([CH3:31])[S:20]([C:23]3[CH:28]=[CH:27][CH:26]=[C:25]([F:29])[CH:24]=3)(=[O:22])=[O:21])[CH:16]=[CH:17][C:18]1=2 |f:1.2.3|. Procedure: To a solution of 0.22 grams (0.524 mmole) (+/−)-[6-(3-fluoro-benzenesulfonylamino)-1,2,3,4-tetrahydro-naphthalen-1-ylmethyl]-carbamic acid tert-butyl ester in 10 mL DMF was added 0.08 grams (0.576 mmole) potassium carbonate and 0.033 mL (0.524 mmole) iodomethane. The reaction mixture was stirred at 23° C. for 0.5 hours. The mixture was diluted with water and extracted with ethyl acetate. The organic phase was washed with water saturated aqueous sodium chloride, dried (magnesium sulfate) and conc... Reaction SMILES: [Cl:1][C:2]1[CH:3]=[C:4]([C:10]2[C:14]([C:15]([OH:17])=O)=[CH:13][O:12][N:11]=2)[CH:5]=[CH:6][C:7]=1[O:8][CH3:9].C(N(C(C)C)C(C)C)C.CN(C(ON1N=NC2C=CC=CC1=2)=[N+](C)C)C.[B-](F)(F)(F)F.Cl.Cl.[CH3:51][C:52]1[CH:53]=[CH:54][C:55]([C:58]2([OH:63])[CH2:62][CH2:61][NH:60][CH2:59]2)=[N:56][CH:57]=1>CN(C=O)C>[Cl:1][C:2]1[CH:3]=[C:4]([C:10]2[C:14]([C:15]([N:60]3[CH2:61][CH2:62][C:58]([C:55]4[CH:54]=[CH:53][C:52]([CH3:51])=[CH:57][N:56]=4)([OH:63])[CH2:59]3)=[O:17])=[CH:13][O:12][N:11]=2)[CH:5]=[CH:6][C:7]=1[O:8][CH3:9] |f:2.3,4.5.6|. The solvent is CN(C)C=O (DMF). Product: ClC=1C=C(C=CC1OC)C1=NOC=C1C(=O)N1CC(CC1)(O)C1=NC=C(C=C1)C (1-{[3-(3-chloro-4-methoxyphenyl)isoxazol-4-yl]carbonyl}-3-(5-methylpyridin-2-yl)pyrrolidin-3-ol). Isolated yield 54.4%. Procedure: A solution of 3-(3-chloro-4-methoxyphenyl)isoxazole-4-carboxylic acid (10 mg, 0.04 mmol), N-ethyl-N-isopropylpropan-2-amine (14 μL, 0.08 mmol, 2 equ.) and TBTU (15 mg, 0.046 mmol, 1.2 equ.) in DMF (0.3 mL) was added to 3-(5-methylpyridin-2-yl)pyrrolidin-3-ol dihydrochloride (10 mg, 0.04 mmol). After 1 h at rt the crude product was purified by RP-HPLC. The pure fractions were basified (NaHCO3) and extracted with ethyl acetate, dried (Na2SO4), evaporated and dried in vacuum to yield the title comp... Starting materials: ClC=1C=C(C=CC1OC)C1=NOC=C1C(=O)O (3-(3-chloro-4-methoxyphenyl)isoxazole-4-carboxylic acid), C(C)N(C(C)C)C(C)C (N-ethyl-N-isopropylpropan-2-amine), CN(C)C(=[N+](C)C)ON1C2=C(C=CC=C2)N=N1.[B-](F)(F)(F)F (TBTU), Cl.Cl.CC=1C=CC(=NC1)C1(CNCC1)O (3-(5-methylpyridin-2-yl)pyrrolidin-3-ol dihydrochloride). The reactants are C(C)O (ethanol), C(=O)(O)C1=CC=C(CBr)C=C1 (4-carboxybenzyl bromide), C1(CCCCC1)N=C=NC1CCCCC1 (1,3-dicyclohexylcarbodiimide). The reagents and catalysts are CN(C1=CC=NC=C1)C (4-dimethylaminopyridine). Run in C(Cl)Cl (methylene chloride), C(Cl)Cl (methylene chloride), C(Cl)Cl (methylene chloride). Yields the product C(=O)(OCC)C1=CC=C(CBr)C=C1 (4-Carboethoxybenzyl Bromide). As a reaction SMILES: [CH:1]1(N=C=NC2CCCCC2)CCCC[CH2:2]1.[C:16]([C:19]1[CH:26]=[CH:25][C:22]([CH2:23][Br:24])=[CH:21][CH:20]=1)([OH:18])=[O:17].C(O)C>C(Cl)Cl.CN(C)C1C=CN=CC=1>[C:16]([C:19]1[CH:26]=[CH:25][C:22]([CH2:23][Br:24])=[CH:21][CH:20]=1)([O:18][CH2:1][CH3:2])=[O:17]. Reported procedure: To a stirred solution of 16.09 g (78 mmol) of 1,3-dicyclohexylcarbodiimide (Aldrich) in 100 ml methylene chloride was added a suspension of 15.4 g (71 mmol) of 4-carboxybenzyl bromide in 100 ml methylene chloride and then 4.9 g (106.5 mmol) of absolute ethanol and 0.81 g (7.1 mmol) of 4-dimethylaminopyridine. A further 50 ml of methylene chloride was added to the reaction mixture and mixture heated at reflux for 2 hours. The mixture was allowed to cool to room temperature and the resultant white... Reactants: N1C(=O)NC(=O)C=C1 (uracil), P(O)(O)(O)=O (phosphoric acid), FF (fluorine). As a reaction SMILES: [NH:1]1[CH:8]=[CH:7][C:5](=[O:6])[NH:4][C:2]1=[O:3].P(=O)(O)(O)O.[F:14]F>>[F:14][C:7]1[C:5](=[O:6])[NH:4][C:2](=[O:3])[NH:1][CH:8]=1. The product is FC=1C(NC(NC1)=O)=O (5-fluorouracil). Reported procedure: The process comprises reacting uracil in an aqueous phosphoric acid solution with elemental fluorine and heating the resultant reaction solution to form 5-fluorouracil. Starting materials: C(C)OC(=O)C1CC(C1)=O (3-ethoxycarbonyl-1-cyclobutanone), CN(P(=O)(N(C)C)N(C)C)C (Hexamethylphosphoramide), C=O (formaldehyde), C(C)(C)NC(C)C (diisopropylamine), C(CCC)[Li] (n-butyl lithium). The solvent is O1CCCC1 (tetrahydrofuran), C(C)OCC (diethyl ether), O1CCCC1 (tetrahydrofuran). Reaction conditions: temperature -78 celsius, time 10 minute. Yields the product OC[C@@H]1C(C[C@H]1C(=O)OCC)=O (trans-2-hydroxymethyl-3-ethoxycarbonyl-1-cyclobutanone). Isolated yield 12.0%. As a reaction SMILES: C(NC(C)C)(C)C.C([Li])CCC.[CH2:13]([O:15][C:16]([CH:18]1[CH2:21][C:20](=[O:22])[CH2:19]1)=[O:17])[CH3:14].CN(C)P(N(C)C)(N(C)C)=O.[CH2:34]=[O:35]>O1CCCC1.C(OCC)C>[OH:35][CH2:34][C@H:21]1[C@H:18]([C:16]([O:15][CH2:13][CH3:14])=[O:17])[CH2:19][C:20]1=[O:22]. Procedure: Under ice cooling, diisopropylamine (0.296 g, 2.92 mmols) was added to a solution of n-butyl lithium (1.59 M/hexane solution, 2.79 mmols) in tetrahydrofuran (8 ml) and the mixture was stirred for 10 minutes. After cooling to −78° C., a solution of 3-ethoxycarbonyl-1-cyclobutanone (Compound e-1) (355.4 mg, 2.50 mmols) in tetrahydrofuran (3 ml) was dropwise added to the mixture, which was then stirred for 15 minutes. After the temperature was once elevated to 0° C., the mixture was stirred for 15 ...